Dataset: the Open Reaction Database (ORD), a public repository of structured organic reaction records. Task: describe an organic reaction: reactants, conditions, products, and yield The reactants are Nc1ccc(C2CCN(CCO)CC2)cc1, O=S(=O)(c1cccc(-c2ccc3cnc(O)nn23)c1)N1CCOCC1. Yields the product O=S(=O)(c1cccc(-c2ccc3cnc(Nc4ccc(C5CCN(CCO)CC5)cc4)nn23)c1)N1CCOCC1. RXN SMILES: [NH2:1][c:2]1[cH:3][cH:4][c:5]([CH:8]2[CH2:9][CH2:10][N:11]([CH2:14][CH2:15][OH:16])[CH2:12][CH2:13]2)[cH:6][cH:7]1.[O:17]1[CH2:18][CH2:19][N:20]([S:23](=[O:24])(=[O:25])[c:26]2[cH:27][c:28](-[c:32]3[cH:33][cH:34][c:35]4[cH:36][n:37][c:38]([OH:41])[n:39][n:40]34)[cH:29][cH:30][cH:31]2)[CH2:21][CH2:22]1>>[NH:1]([c:2]1[cH:3][cH:4][c:5]([CH:8]2[CH2:9][CH2:10][N:11]([CH2:14][CH2:15][OH:16])[CH2:12][CH2:13]2)[cH:6][cH:7]1)[c:38]1[n:37][cH:36][c:35]2[cH:34][cH:33][c:32](-[c:28]3[cH:27][c:26]([S:23]([N:20]4[CH2:19][CH2:18][O:17][CH2:22][CH2:21]4)(=[O:24])=[O:25])[cH:31][cH:30][cH:29]3)[n:40]2[n:39]1. Starting materials: CC(C)(C)OC(=O)NCCC1CCNCC1, C1=CC=C(C=C1)I. Reagents/catalysts: [O-]P(=O)([O-])[O-].[K+].[K+].[K+], CC(C)(C)P(C(C)(C)C)C(C)(C)C, CC(C)(C)P(C(C)(C)C)C(C)(C)C.CC(C)(C)P(C(C)(C)C)C(C)(C)C.[Pd]. Run in COCCOC. Reaction conditions: temperature 100 celsius. Yields the product CC(C)(C)OC(=O)NCCC1CCN(CC1)C2=CC=CC=C2. The yield is 0.0%. Procedure: To a solution of tert-butyl 2-(piperidin-4-yl)ethylcarbamate (0.342 g, 1.5 mmol) in anhydrous DME were added iodobenzene (0.444 g, 2.18 mmol), bis(tri-t- butylphosphine)palladium(0) (0.077 g, 0.15 mmol) and potassium phosphate (0.245 mL, 3.00 mmol). The reaction was heated to 100°C overnight. This reaction did not work. Reactants: resultant mixture, [N+](=O)([O-])C1=CNC=C1 (3-nitro-1H-pyrrole), BrN1C(=O)N(C(=O)C1(C)C)Br (1,3-dibromo-5,5-dimethylhydantoin). Run in O1CCCC1 (tetrahydrofuran). Product: BrC=1NC=C(C1)[N+](=O)[O-] (2-Bromo-4-nitro-1H-pyrrole), crude product. As a reaction SMILES: [N+:1]([C:4]1[CH:8]=[CH:7][NH:6][CH:5]=1)([O-:3])=[O:2].[Br:9]N1C(C)(C)C(=O)N(Br)C1=O>O1CCCC1>[Br:9][C:7]1[NH:6][CH:5]=[C:4]([N+:1]([O-:3])=[O:2])[CH:8]=1. Reported procedure: To a tetrahydrofuran solution (10 mL) of 3-nitro-1H-pyrrole (520 mg, 4.64 mmol), 1,3-dibromo-5,5-dimethylhydantoin (730 mg, 2.55 mmol) was added at −78° C. and the resultant mixture was stirred at room temperature for 1 day. After completion of the reaction, the reaction solution was concentrated under reduced pressure and water was added to the resultant residue, followed by extraction from the resultant mixture with ethyl acetate. The organic layer was concentrated under reduced pressure to ob... Reactants: C(C)OC(C1=CC(=NC(=C1)Cl)N)=O (2-amino-6-chloro-isonicotinic acid ethyl ester), C(C)(=O)OC(C)=O (acetic anhydride). The reagents and catalysts are CN(C)C=1C=CN=CC1 (DMAP). Solvent: N1=CC=CC=C1 (pyridine). Yields the product C(C)OC(C1=CC(=NC(=C1)Cl)NC(C)=O)=O (2-Acetylamino-6-chloro-isonicotinic acid ethyl ester). RXN SMILES: [CH2:1]([O:3][C:4](=[O:13])[C:5]1[CH:10]=[C:9]([Cl:11])[N:8]=[C:7]([NH2:12])[CH:6]=1)[CH3:2].[C:14](OC(=O)C)(=[O:16])[CH3:15]>N1C=CC=CC=1.CN(C1C=CN=CC=1)C>[CH2:1]([O:3][C:4](=[O:13])[C:5]1[CH:10]=[C:9]([Cl:11])[N:8]=[C:7]([NH:12][C:14](=[O:16])[CH3:15])[CH:6]=1)[CH3:2]. Procedure details: A mixture of 14 g 2-amino-6-chloro-isonicotinic acid ethyl ester (Temple et al. J. Heterocycl. Chem. 1970, 7, 451) (70 mmol) in 150 ml acetic anhydride (large excess) and 150 ml pyridine (large excess) is stirred at 60° C. in the presence of 244 mg (2 mmol) DMAP for 16 h. The mixture is concentrated in vacuo, taken up in EtOAc and washed with 1N HCl, brine and 10% aq Na2CO3 to yield the title compound in the form of yellowish crystals (EtOH). Reactants: BrCC1CC2=C(O1)C=CC=C2 (2-bromomethyl-2,3-dihydrobenzo[b]furan), resultant mixture, resultant solution, C([O-])([O-])=O.[K+].[K+] (potassium carbonate), C(Cl)(Cl)Cl (chloroform), C(C)#N (acetonitrile), desired compound 001D. The product is OCCCCNC1(CC2=C(O1)C=CC=C2)C (2-[N-(4-hydroxybutyl)]amino-methyl-2,3-dihydrobenzo[b]furan). The yield is 67.0%. Reaction SMILES: Br[CH2:2][CH:3]1[O:7][C:6]2[CH:8]=[CH:9][CH:10]=[CH:11][C:5]=2[CH2:4]1.[C:12](=[O:15])([O-])[O-].[K+].[K+].[CH:18](Cl)(Cl)Cl.[C:22](#[N:24])[CH3:23]>>[OH:15][CH2:12][CH2:18][CH2:23][CH2:22][NH:24][C:3]1([CH3:2])[O:7][C:6]2[CH:8]=[CH:9][CH:10]=[CH:11][C:5]=2[CH2:4]1 |f:1.2.3|. Reported procedure: 430 mg (2.0 mmol) of compound 001C, which had been prepared in Step C, was dissolved in 4 ml of acetonitrile. To the resultant solution were added 0.92 ml (10.0 mmol) of 4-amino-1-buthanol and 550 mg (4.0 mmol) of potassium carbonate and then, the resultant mixture was stirred at 80° C. for 8 hours to effect a reaction. To the resultant reaction mixture was added 20 ml of chloroform to obtain a mixture. The obtained mixture was successively washed with 20 ml of a saturated aqueous sodium hydroge... The reactants are C(C)OC(C(C1=CC=C(C=C1)S(=O)(=O)Cl)Br)=O (Bromo-(4-chlorosulfonyl-phenyl)-acetic acid ethyl ester), N1CCCCC1 (piperidine). Solvent: C(Cl)Cl (DCM). Run at temperature 2.5 celsius, time 30 minute. Product: C(C)OC(C(C1=CC=C(C=C1)S(=O)(=O)N1CCCCC1)Br)=O (bromo-[4-(piperidine-1-sulfonyl)-phenyl]-acetic acid ethyl ester). Isolated yield 53.6%. RXN SMILES: [CH2:1]([O:3][C:4](=[O:17])[CH:5]([Br:16])[C:6]1[CH:11]=[CH:10][C:9]([S:12](Cl)(=[O:14])=[O:13])=[CH:8][CH:7]=1)[CH3:2].[NH:18]1[CH2:23][CH2:22][CH2:21][CH2:20][CH2:19]1>C(Cl)Cl>[CH2:1]([O:3][C:4](=[O:17])[CH:5]([Br:16])[C:6]1[CH:11]=[CH:10][C:9]([S:12]([N:18]2[CH2:23][CH2:22][CH2:21][CH2:20][CH2:19]2)(=[O:14])=[O:13])=[CH:8][CH:7]=1)[CH3:2]. Procedure: Bromo-(4-chlorosulfonyl-phenyl)-acetic acid ethyl ester (2.08 gm, 6.38 mmol) was taken in DCM (63 ml) under argon atmosphere and cooled to 0-5° C., piperidine (0.56 ml, 5.74 mmol) was added dropwise to the mixture at 0-5° C. Reaction mixture was then stirred at room temperature for 30 min. Reaction mixture was washed with water followed by brine solution, dried over anhydrous sodium sulfate and concentrated under reduced pressure to give the crude product, which was purified by flash column chro...